This data is from the Open Reaction Database (ORD), a public repository of structured organic reaction records. The task is: describe an organic reaction: reactants, conditions, products, and yield The reactants are B(Br)(Br)Br (Boron tribromide), NC1=NC=2C=CC=CC2C2=C1N=C(N2CCCCNS(=O)(=O)C)COCC (N-[4-(4-amino-2-ethoxymethyl-1H-imidazo[4,5-c]quinolin-1-yl)butyl]methanesulfonamide), B(Br)(Br)Br (boron tribromide). The solvent is ClCCl (dichloromethane). Reaction conditions: time 4 hour. The product is NC1=NC=2C=CC=CC2C2=C1N=C(N2CCCCNS(=O)(=O)C)CO (N-[4-(4-amino-2-hydroxymethyl-1H-imidazo[4,5-c]quinolin-1-yl)butyl]methanesulfonamide). Yield: 3.5%. RXN SMILES: B(Br)(Br)Br.[NH2:5][C:6]1[C:15]2[N:16]=[C:17]([CH2:28][O:29]CC)[N:18]([CH2:19][CH2:20][CH2:21][CH2:22][NH:23][S:24]([CH3:27])(=[O:26])=[O:25])[C:14]=2[C:13]2[CH:12]=[CH:11][CH:10]=[CH:9][C:8]=2[N:7]=1>ClCCl>[NH2:5][C:6]1[C:15]2[N:16]=[C:17]([CH2:28][OH:29])[N:18]([CH2:19][CH2:20][CH2:21][CH2:22][NH:23][S:24]([CH3:27])(=[O:26])=[O:25])[C:14]=2[C:13]2[CH:12]=[CH:11][CH:10]=[CH:9][C:8]=2[N:7]=1. Procedure: Boron tribromide (2.5 equivalents, 20 mL of 1 M solution in dichloromethane) was added dropwise to a cooled (ice bath) suspension of N-[4-(4-amino-2-ethoxymethyl-1H-imidazo[4,5-c]quinolin-1-yl)butyl]methanesulfonamide (3 g, 7.92 mmol) in dichloromethane (20 mL). The reaction mixture was allowed to slowly warm to ambient temperature and then stirred for 4 hours. Additional boron tribromide (2 mL) was added and the mixture was stirred for 3 hours. The reaction was quenched slowly with methanol (20... The product is O=C(CC1CSC(c2cc3cc(Cl)cc(NC4CCCC4)c3[nH]2)=N1)N1CCOCC1. Reaction SMILES: [C:46](=[O:47])([OH:48])[O-:49].[CH2:26]1[CH2:27][O:28][CH2:29][CH2:30][NH:31]1.[CH2:32]([Cl:33])[CH2:34][Cl:35].[CH3:51][N:52]([CH3:53])[CH:54]=[O:55].[Cl:1][c:2]1[cH:3][c:4]2[cH:5][c:6]([C:17]3=[N:21][CH:20]([CH2:22][C:23](=[O:24])[OH:25])[CH2:19][S:18]3)[nH:7][c:8]2[c:9]([NH:11][CH:12]2[CH2:13][CH2:14][CH2:15][CH2:16]2)[cH:10]1.[Na+:50].[OH:36][n:37]1[c:38]2[c:39]([cH:40][cH:41][cH:42][cH:43]2)[n:44][n:45]1>>[Cl:1][c:2]1[cH:3][c:4]2[cH:5][c:6]([C:17]3=[N:21][CH:20]([CH2:22][C:23](=[O:25])[N:31]4[CH2:26][CH2:27][O:28][CH2:29][CH2:30]4)[CH2:19][S:18]3)[nH:7][c:8]2[c:9]([NH:11][CH:12]2[CH2:13][CH2:14][CH2:15][CH2:16]2)[cH:10]1. Starting materials: O=C([O-])O, C1COCCN1, ClCCCl, CN(C)C=O, O=C(O)CC1CSC(c2cc3cc(Cl)cc(NC4CCCC4)c3[nH]2)=N1, [Na+], On1nnc2ccccc21.